Dataset: the Open Reaction Database (ORD), a public repository of structured organic reaction records. Task: describe an organic reaction: reactants, conditions, products, and yield The reactants are CC(C)C(=O)OCC(=O)COC(=O)C(C)C, C1CCOC1, Fc1ccc(Br)c(F)c1, [Mg], O=S(=O)(O)O. Product: CC(C)C(=O)OCC(O)(COC(=O)C(C)C)c1ccc(F)cc1F. Reaction SMILES: [C:11]([CH:12]([CH3:13])[CH3:14])(=[O:15])[O:16][CH2:17][C:18](=[O:19])[CH2:20][O:21][C:22]([CH:23]([CH3:24])[CH3:25])=[O:26].[CH2:32]1[O:33][CH2:34][CH2:35][CH2:36]1.[F:2][c:3]1[c:4]([Br:10])[cH:5][cH:6][c:7]([F:9])[cH:8]1.[Mg:1].[S:27](=[O:28])(=[O:29])([OH:30])[OH:31]>>[F:2][c:3]1[c:4]([C:18]([CH2:17][O:16][C:11]([CH:12]([CH3:13])[CH3:14])=[O:15])([OH:19])[CH2:20][O:21][C:22]([CH:23]([CH3:24])[CH3:25])=[O:26])[cH:5][cH:6][c:7]([F:9])[cH:8]1. The reactants are O(C1=CC=CC=C1)CC(=O)Cl (2-phenoxyacetyl chloride), BrC=1C=C2C(=C(C(NC2=CC1)=O)OC1=CC=C(C=C1)Cl)C(F)(F)F (6-bromo-3-(4-chlorophenoxy)-4-(trifluoromethyl)quinolin-2(1H)-one). The product is BrC=1C=C2C(=C(C(NC2=CC1)=O)OC1=CC=CC=C1)C(F)(F)F (6-Bromo-3-phenoxy-4-(trifluoromethyl)quinolin-2(1H)-one). As a reaction SMILES: O(CC(Cl)=O)C1C=CC=CC=1.[Br:12][C:13]1[CH:14]=[C:15]2[C:20](=[CH:21][CH:22]=1)[NH:19][C:18](=[O:23])[C:17]([O:24][C:25]1[CH:30]=[CH:29][C:28](Cl)=[CH:27][CH:26]=1)=[C:16]2[C:32]([F:35])([F:34])[F:33]>>[Br:12][C:13]1[CH:14]=[C:15]2[C:20](=[CH:21][CH:22]=1)[NH:19][C:18](=[O:23])[C:17]([O:24][C:25]1[CH:30]=[CH:29][CH:28]=[CH:27][CH:26]=1)=[C:16]2[C:32]([F:34])([F:33])[F:35]. Procedure details: The title compound was prepared using commercially available 2-phenoxyacetyl chloride in place of 2-(4-chlorophenoxy)acetyl chloride according to the procedure described in Intermediate 7, step c. Reactants: BrC=1C=C(C(=O)N(C)C=2C=NC=CC2C2=C(C=CC=C2)Cl)C=C(C1)C(F)(F)F (3-Bromo-N-[4-(2-chloro-phenyl)-pyridin-3-yl]-N-methyl-5-trifluoromethyl-benzamide), B(OC(C)C)(OC(C)C)OC(C)C (triisopropyl borate), CC(=O)O (AcOH), OO (hydrogen peroxide), [Li]CCCC (n-BuLi), C(=O)(O)[O-].[Na+] (NaHCO3). Run in C1CCOC1 (THF), O (water), CCOC(=O)C (EtOAc). Reaction conditions: temperature -78 celsius, time 1.5 hour. The product is ClC1=C(C=CC=C1)C1=C(C=NC=C1)N(C(C1=CC(=CC(=C1)C(F)(F)F)O)=O)C (N-[4-(2-Chloro-phenyl)-pyridin-3-yl]-3-hydroxy-N-methyl-5-trifluoromethyl-benzamide). As a reaction SMILES: Br[C:2]1[CH:3]=[C:4]([CH:22]=[C:23]([C:25]([F:28])([F:27])[F:26])[CH:24]=1)[C:5]([N:7]([C:9]1[CH:10]=[N:11][CH:12]=[CH:13][C:14]=1[C:15]1[CH:20]=[CH:19][CH:18]=[CH:17][C:16]=1[Cl:21])[CH3:8])=[O:6].B(OC(C)C)(OC(C)C)[O:30]C(C)C.[Li]CCCC.CC(O)=O.OO.C([O-])(O)=O.[Na+]>C1COCC1.O.CCOC(C)=O>[Cl:21][C:16]1[CH:17]=[CH:18][CH:19]=[CH:20][C:15]=1[C:14]1[CH:13]=[CH:12][N:11]=[CH:10][C:9]=1[N:7]([CH3:8])[C:5](=[O:6])[C:4]1[CH:22]=[C:23]([C:25]([F:28])([F:27])[F:26])[CH:24]=[C:2]([OH:30])[CH:3]=1 |f:5.6|. Procedure: To a solution of 3-bromo-N-[4-(2-chloro-phenyl)-pyridin-3-yl]-N-methyl-5-trifluoromethyl-benzamide (332 mg, 707 μmol, example 74) in dry THF (5 ml) was added triisopropyl borate (257 mg, 317 μl, 1.36 mmol, CAS RN 5419-55-6). n-BuLi (552 μl, 884 μmol, 1.6 M solution in n-hexane) was added dropwise at −78° C. The reaction mixture was stirred at −78° C. for 1.5 hours. A solution of AcOH (180 mg, 172 μl, 3.0 mmol) in water (0.2 ml) and hydrogen peroxide (103 mg, 92.8 μl, 1.06 mmol) was added at 0° C... Reactants: [N+]1(=NC(=NC2=C1C=CC=C2)N)[O-] (1,2,4-benzotriazine-3-amine 1-oxide), S(=O)([O-])S(=O)[O-].[Na+].[Na+] (sodium dithionite). Solvent: C(C)O (ethanol). The product is N1=NC(=NC2=C1C=CC=C2)N (1,2,4-Benzotriazine-3-amine). RXN SMILES: [N+:1]1([O-])[C:6]2[CH:7]=[CH:8][CH:9]=[CH:10][C:5]=2[N:4]=[C:3]([NH2:11])[N:2]=1.S(S([O-])=O)([O-])=O.[Na+].[Na+]>C(O)C>[N:1]1[C:6]2[CH:7]=[CH:8][CH:9]=[CH:10][C:5]=2[N:4]=[C:3]([NH2:11])[N:2]=1 |f:1.2.3|. Procedure details: A mixture of 8.1 g (49 mmol) 1,2,4-benzotriazine-3-amine 1-oxide, 8.1 g sodium dithionite and 800 ml 70 percent ethanol is heated under reflux for 1 h. One filters hot, evaporates the filtrate, washes the residue with water and dries. There remain 7.0 g 1,2,4-benzotriazine-3-amine (98% of theory) of the m.p. 208°-210° C. The reactants are C(C1=CC=CC=C1)(=O)C1=C(C(=C(OCC#N)C=C1)Cl)Cl (4-benzoyl-2,3-dichlorophenoxyacetonitrile), C1CCOC1 (THF), [N-]=[N+]=[N-].[Na+] (NaN3), [Al+3].[Cl-].[Cl-].[Cl-] (AlCl3). The solvent is Cl (HCl). The product is C(C1=CC=CC=C1)(=O)C1=C(C(=C(OCC2=NN=NN2)C=C1)Cl)Cl (5[(4-Benzoyl)-2,3-dichlorophenoxymethyl]-tetrazole). As a reaction SMILES: [C:1]([C:9]1[CH:18]=[CH:17][C:12]([O:13][CH2:14][C:15]#[N:16])=[C:11]([Cl:19])[C:10]=1[Cl:20])(=[O:8])[C:2]1[CH:7]=[CH:6][CH:5]=[CH:4][CH:3]=1.[N-:21]=[N+:22]=[N-:23].[Na+].[Al+3].[Cl-].[Cl-].[Cl-].C1COCC1>Cl>[C:1]([C:9]1[CH:18]=[CH:17][C:12]([O:13][CH2:14][C:15]2[NH:23][N:22]=[N:21][N:16]=2)=[C:11]([Cl:19])[C:10]=1[Cl:20])(=[O:8])[C:2]1[CH:3]=[CH:4][CH:5]=[CH:6][CH:7]=1 |f:1.2,3.4.5.6|. Reported procedure: A mixture of 30.60 g. (0.1 mole) of 4-benzoyl-2,3-dichlorophenoxyacetonitrile, 7.80 g. (0.12 mole) of NaN3 and 15.96 g. (0.12 mole) of AlCl3 in 100 ml. of THF was refluxed for 24 hours. The reaction mixture was cooled and poured in dilute HCl. The solid obtained was filtered and recrystallized from benzene. Yield 26.80 g. (75%); m.p. 184°-186°. Yields the product O=C(C(c1ccccc1)n1c(=O)[nH]c2ccc(I)cc21)N1CCN(c2ccncc2)CC1. Starting materials: O=C(O)C(c1ccccc1)n1c(=O)[nH]c2ccc(I)cc21, O=C(C(c1ccccc1)n1c(=O)[nH]c2ccccc21)N1CCN(c2ccncc2)CC1. As a reaction SMILES: [I:32][c:33]1[cH:34][cH:35][c:36]2[nH:37][c:38](=[O:39])[n:40]([CH:41]([c:42]3[cH:43][cH:44][cH:45][cH:46][cH:47]3)[C:48]([OH:49])=[O:50])[c:51]2[cH:52]1.[O:1]=[C:2]([CH:3]([c:4]1[cH:5][cH:6][cH:7][cH:8][cH:9]1)[n:10]1[c:11](=[O:19])[nH:12][c:13]2[c:14]1[cH:15][cH:16][cH:17][cH:18]2)[N:20]1[CH2:21][CH2:22][N:23]([c:26]2[cH:27][cH:28][n:29][cH:30][cH:31]2)[CH2:24][CH2:25]1>>[O:1]=[C:2]([CH:3]([c:4]1[cH:5][cH:6][cH:7][cH:8][cH:9]1)[n:10]1[c:11](=[O:19])[nH:12][c:13]2[c:14]1[cH:15][c:16]([I:32])[cH:17][cH:18]2)[N:20]1[CH2:21][CH2:22][N:23]([c:26]2[cH:27][cH:28][n:29][cH:30][cH:31]2)[CH2:24][CH2:25]1. Reactants: CCN=C=NCCCN(C)C, CCN(C(C)C)C(C)C, COc1ccc(Cn2nc(-c3cncn3C)c3c(Oc4ccc(N)cc4F)ccnc32)cc1, ClCCl, Cl, O=C(O)c1ccnn(-c2ccc(F)cc2)c1=O, O, On1nnc2ccccc21. Yields the product COc1ccc(Cn2nc(-c3cncn3C)c3c(Oc4ccc(NC(=O)c5ccnn(-c6ccc(F)cc6)c5=O)cc4F)ccnc32)cc1. As a reaction SMILES: [CH2:52]([N:53]=[C:54]=[N:55][CH2:56][CH2:57][CH2:58][N:59]([CH3:60])[CH3:61])[CH3:62].[CH2:74]([N:75]([CH:76]([CH3:77])[CH3:78])[CH:79]([CH3:80])[CH3:81])[CH3:82].[CH3:1][O:2][c:3]1[cH:4][cH:5][c:6]([CH2:7][n:8]2[n:9][c:10](-[c:26]3[cH:27][n:28][cH:29][n:30]3[CH3:31])[c:11]3[c:12]2[n:13][cH:14][cH:15][c:16]3[O:17][c:18]2[c:19]([F:25])[cH:20][c:21]([NH2:24])[cH:22][cH:23]2)[cH:32][cH:33]1.[Cl:83][CH2:84][Cl:85].[ClH:51].[F:34][c:35]1[cH:36][cH:37][c:38](-[n:41]2[n:42][cH:43][cH:44][c:45]([C:48](=[O:49])[OH:50])[c:46]2=[O:47])[cH:39][cH:40]1.[OH2:63].[n:64]1([OH:65])[c:66]2[cH:67][cH:68][cH:69][cH:70][c:71]2[n:72][n:73]1>>[CH3:1][O:2][c:3]1[cH:4][cH:5][c:6]([CH2:7][n:8]2[n:9][c:10](-[c:26]3[cH:27][n:28][cH:29][n:30]3[CH3:31])[c:11]3[c:12]2[n:13][cH:14][cH:15][c:16]3[O:17][c:18]2[c:19]([F:25])[cH:20][c:21]([NH:24][C:48]([c:45]3[cH:44][cH:43][n:42][n:41](-[c:38]4[cH:37][cH:36][c:35]([F:34])[cH:40][cH:39]4)[c:46]3=[O:47])=[O:49])[cH:22][cH:23]2)[cH:32][cH:33]1. Reactants: S(C#N)C1=CN=C(S1)N (5-thiocyanato-thiazol-2-ylamine), C(C)OC(C(C)(C)Br)=O (2-bromo-2-methyl-propionic acid ethyl ester), C(=O)([O-])[O-].[K+].[K+] (K2CO3), C([C@H]([C@H](CS)O)O)S (2,3-dihydroxy-1,4-dithiolbutane). The solvent is CCOC(=O)C (EtOAc), O (water), CO (MeOH). The product is C(C)OC(C(C)(C)SC1=CN=C(S1)N)=O (2-(2-aminothiazol-5-ylsulfanyl)-2-methyl-propionic acid ethyl ester). Isolated yield 53.6%. RXN SMILES: [S:1]([C:4]1[S:8][C:7]([NH2:9])=[N:6][CH:5]=1)C#N.C(S)[C@@H](O)[C@@H](O)CS.[CH2:18]([O:20][C:21](=[O:26])[C:22](Br)([CH3:24])[CH3:23])[CH3:19].C([O-])([O-])=O.[K+].[K+]>CO.CCOC(C)=O.O>[CH2:18]([O:20][C:21](=[O:26])[C:22]([S:1][C:4]1[S:8][C:7]([NH2:9])=[N:6][CH:5]=1)([CH3:24])[CH3:23])[CH3:19] |f:3.4.5|. Procedure: In a nitrogen atmosphere 5-thiocyanato-thiazol-2-ylamine (10 g, 64 mmol) dissolved in MeOH (300 mL) was added 2,3-dihydroxy-1,4-dithiolbutane (DTT, 9.8 g, 64 mmol) and stirred at room temperature for 1½ h. Then 2-bromo-2-methyl-propionic acid ethyl ester (13.6 g, 70 mmol) and K2CO3 (10.5 g, 76 mmol) was added and the reaction mixture was stirred for further 13 h. Addition of water (500 mL) and EtOAc (500 mL). Separation of the organic phase followed by extraction of the aqueous phase with EtOAc ... Starting materials: C(C)(C)(C)OC(NC1(CCC1)C1=CC=C(C=C1)C=1C(=CC2=C(OCC(N2)=O)N1)C1=CC=CC=C1)=O (tert-butyl(1-(4-(2-oxo-7-phenyl-2,3-dihydro-1H-pyrido[2,3-b][1,4]oxazin-6-yl)phenyl)cyclobutyl)carbamate), [H-].[Na+] (sodium hydride), BrCC1=NC=CC=C1 (2-(bromomethyl)pyridine), Br (HBr), C(=O)(O)[O-].[Na+] (NaHCO3). The solvent is CN(C)C=O (DMF). Conditions: time 1 hour. Yields the product C(C)(C)(C)OC(NC1(CCC1)C1=CC=C(C=C1)C=1C(=CC2=C(OCC(N2CC2=NC=CC=C2)=O)N1)C1=CC=CC=C1)=O (tert-butyl(1-(4-(2-oxo-7-phenyl-1-(pyridin-2-ylmethyl)-2,3-dihydro-1H-pyrido[2,3-b][1,4]oxazin-6-yl)phenyl)cyclobutyl)carbamate). Isolated yield 12.0%. As a reaction SMILES: [C:1]([O:5][C:6](=[O:35])[NH:7][C:8]1([C:12]2[CH:17]=[CH:16][C:15]([C:18]3[C:19]([C:29]4[CH:34]=[CH:33][CH:32]=[CH:31][CH:30]=4)=[CH:20][C:21]4[NH:26][C:25](=[O:27])[CH2:24][O:23][C:22]=4[N:28]=3)=[CH:14][CH:13]=2)[CH2:11][CH2:10][CH2:9]1)([CH3:4])([CH3:3])[CH3:2].[H-].[Na+].Br[CH2:39][C:40]1[CH:45]=[CH:44][CH:43]=[CH:42][N:41]=1.Br.C([O-])(O)=O.[Na+]>CN(C=O)C>[C:1]([O:5][C:6](=[O:35])[NH:7][C:8]1([C:12]2[CH:13]=[CH:14][C:15]([C:18]3[C:19]([C:29]4[CH:30]=[CH:31][CH:32]=[CH:33][CH:34]=4)=[CH:20][C:21]4[N:26]([CH2:39][C:40]5[CH:45]=[CH:44][CH:43]=[CH:42][N:41]=5)[C:25](=[O:27])[CH2:24][O:23][C:22]=4[N:28]=3)=[CH:16][CH:17]=2)[CH2:11][CH2:10][CH2:9]1)([CH3:4])([CH3:2])[CH3:3] |f:1.2,5.6|. Procedure: To a solution of tert-butyl(1-(4-(2-oxo-7-phenyl-2,3-dihydro-1H-pyrido[2,3-b][1,4]oxazin-6-yl)phenyl)cyclobutyl)carbamate (75 mg, 0.16 mmol) in dry DMF (1 mL) was added sodium hydride (15 mg, 0.38 mmol) and 2-(bromomethyl)pyridine.HBr (48 mg, 0.19 mmol) under nitrogen. The resulting mixture was stirred for 1 hour at room temperature. A saturated solution of NaHCO3 was added and the mixture was extracted with dichloromethane (3×10 ml) using a phase separator (Isolute® SPE). The combined organic p... Starting materials: O=C([O-])[O-], CC(C)=O, Cl, [K+], [K+], COC(=O)c1ccc(Nc2nc(NCCNCCN)nc(OCC(F)(F)F)n2)cc1, O. The product is NCCNCCNc1nc(Nc2ccc(C(=O)O)cc2)nc(OCC(F)(F)F)n1. Reaction SMILES: [C:31](=[O:32])([O-:33])[O-:34].[CH3:38][C:39](=[O:40])[CH3:41].[ClH:37].[K+:35].[K+:36].[NH2:1][CH2:2][CH2:3][NH:4][CH2:5][CH2:6][NH:7][c:8]1[n:9][c:10]([NH:20][c:21]2[cH:22][cH:23][c:24]([C:25](=[O:26])[O:27][CH3:28])[cH:29][cH:30]2)[n:11][c:12]([O:14][CH2:15][C:16]([F:17])([F:18])[F:19])[n:13]1.[OH2:42]>>[NH2:1][CH2:2][CH2:3][NH:4][CH2:5][CH2:6][NH:7][c:8]1[n:9][c:10]([NH:20][c:21]2[cH:22][cH:23][c:24]([C:25](=[O:26])[OH:27])[cH:29][cH:30]2)[n:11][c:12]([O:14][CH2:15][C:16]([F:17])([F:18])[F:19])[n:13]1.